The task is: describe an organic reaction: reactants, conditions, products, and yield. This data is from the Open Reaction Database (ORD), a public repository of structured organic reaction records. The reactants are solution, C(=O)([O-])[O-].[K+].[K+] (K2CO3), C(=O)C1=CC=C(C=C1)C=CC(=O)OC (Methyl 3-(4-formyl-phenyl)-acrylate), NCCC1=CNC2=CC=CC=C12 (tryptamine), [BH-](OC(=O)C)(OC(=O)C)OC(=O)C.[Na+] (NaBH(OAc)3). Solvent: ClCCCl (1,2-dichloroethane). Run at time 39 hour. Product: N1C=C(C2=CC=CC=C12)CCNCC1=CC=C(C=C1)C=CC(=O)OC (Methyl 3-(4-{[2-(1H-indol-3-yl)-ethylamino]-methyl}-phenyl)-acrylate). Yield: 83.3%. Reaction SMILES: [CH:1]([C:3]1[CH:8]=[CH:7][C:6]([CH:9]=[CH:10][C:11]([O:13][CH3:14])=[O:12])=[CH:5][CH:4]=1)=O.[NH2:15][CH2:16][CH2:17][C:18]1[C:26]2[C:21](=[CH:22][CH:23]=[CH:24][CH:25]=2)[NH:20][CH:19]=1.[BH-](OC(C)=O)(OC(C)=O)OC(C)=O.[Na+].C([O-])([O-])=O.[K+].[K+]>ClCCCl>[NH:20]1[C:21]2[C:26](=[CH:25][CH:24]=[CH:23][CH:22]=2)[C:18]([CH2:17][CH2:16][NH:15][CH2:1][C:3]2[CH:8]=[CH:7][C:6]([CH:9]=[CH:10][C:11]([O:13][CH3:14])=[O:12])=[CH:5][CH:4]=2)=[CH:19]1 |f:2.3,4.5.6|. Reported procedure: To a stirred solution of 1 (3.00 g, 15.77 mmol) and tryptamine (2.78 g, 17.35 mmol) in anhydrous 1,2-dichloroethane (200 mL) under nitrogen was added NaBH(OAc)3 (3.87 g, 17.35 mmol) at room temperature. The reaction mixture was stirred at room temperature for 39 hours, poured into 10% solution of K2CO3 and extracted with CH2Cl2. The organic layer was concentrated to form a residue which was purified by flash chromatography on silica gel (MeOH/CH2Cl2, 10/90) and co-precipitated in a mixture of Ac... Starting materials: ClC=1C=C(C=CC1C#CC(=O)O)C1=CC=CC=C1 ((3-chlorobiphenyl-4-yl)propynoic acid), ClCl (Cl2), ClCCl.CO.N (dichloromethane methanol ammonia), ClC=1C=C(C=CC1OCCN(CC)CC)N (3-chloro-4-(2-diethylaminoethoxy)phenylamine), ClCl (Cl2). The product is Cl.ClC=1C=C(C=CC1OCCN(CC)CC)NC(C#CC1=C(C=C(C=C1)C1=CC=CC=C1)Cl)=O (3-(3-chlorobiphenyl-4-yl)propynoic acid-[3-chloro-4-(2-diethylaminoethoxy)phenyl]amide hydrochloride). RXN SMILES: [Cl:1][C:2]1[CH:3]=[C:4]([C:13]2[CH:18]=[CH:17][CH:16]=[CH:15][CH:14]=2)[CH:5]=[CH:6][C:7]=1[C:8]#[C:9][C:10]([OH:12])=O.[Cl:19][C:20]1[CH:21]=[C:22]([NH2:34])[CH:23]=[CH:24][C:25]=1[O:26][CH2:27][CH2:28][N:29]([CH2:32][CH3:33])[CH2:30][CH3:31].ClCl.ClCCl.CO.N>>[ClH:1].[Cl:19][C:20]1[CH:21]=[C:22]([NH:34][C:10](=[O:12])[C:9]#[C:8][C:7]2[CH:6]=[CH:5][C:4]([C:13]3[CH:18]=[CH:17][CH:16]=[CH:15][CH:14]=3)=[CH:3][C:2]=2[Cl:1])[CH:23]=[CH:24][C:25]=1[O:26][CH2:27][CH2:28][N:29]([CH2:32][CH3:33])[CH2:30][CH3:31] |f:3.4.5,6.7|. Reported procedure: Prepared analogously to Example 3.8.a. from (3-chlorobiphenyl-4-yl)propynoic acid and 3-chloro-4-(2-diethylaminoethoxy)phenylamine. Yield: 0.35 g (68% of theory); melting point: 195° C.-200° C.; C27H26Cl2N2O2*HCl (M=517.87); calc.: molecular ion peak (M+H)+: 481/3/5 (Cl2); found: molecular ion peak (M+H)+: 481/3/5 (Cl2); Rf value: 0.6 (silica gel, dichloromethane/methanol/ammonia (90:10:0.1)). Starting materials: C(C)(=O)C1=C2C=CC=[N+](C2=C(C=C1)OCC1=CC=CC=C1)[O-] (5-Acetyl-8-benzyloxyquinoline-N-oxide), C(C)(=O)OC(C)=O (acetic anhydride). Reaction conditions: temperature 40 celsius, time 2 hour. The product is C(C)(=O)C1=C2C=CC(NC2=C(C=C1)OCC1=CC=CC=C1)=O (5-Acetyl-8-benzyloxycarbostyril). As a reaction SMILES: [C:1]([C:4]1[CH:13]=[CH:12][C:11]([O:14][CH2:15][C:16]2[CH:21]=[CH:20][CH:19]=[CH:18][CH:17]=2)=[C:10]2[C:5]=1[CH:6]=[CH:7][CH:8]=[N+:9]2[O-])(=[O:3])[CH3:2].C(OC(=O)C)(=[O:25])C>>[C:1]([C:4]1[CH:13]=[CH:12][C:11]([O:14][CH2:15][C:16]2[CH:21]=[CH:20][CH:19]=[CH:18][CH:17]=2)=[C:10]2[C:5]=1[CH:6]=[CH:7][C:8](=[O:25])[NH:9]2)(=[O:3])[CH3:2]. Reported procedure: 5-Acetyl-8-benzyloxyquinoline-N-oxide (10 gms/0.034 moles) was charged in acetic anhydride (20 ml) at 25-30° C. The resulting slurry was heated to 40° C. and stirred for 2 hours at 40° C. After completion of reaction, the reaction mass was cooled to 25-30° C., chilled to 0-5° C. and stirred for 30 minutes at 0-5° C. The resulting 5-Acetyl-8-benzyloxycarbostyril was isolated by filtration and washed with diisopropyl ether (50 ml), dried under vacuum at 60-65° C. for 2-3 hours. Yield-7 gms. Starting materials: C(C)(C)(C)OC(N([C@H]1[C@@H](C1)C1=CC=C(C=C1)NC(=O)C=1C=NNC1)CC1CC1)=O (tert-Butyl(cyclopropylmethyl)(trans-2-{4-[(1H-pyrazol-4-ylcarbonyl)amino]phenyl}cyclopropyl)carbamate), Cl.COC1CCCC1 (Hydrochloric acid cyclopentyl methyl ether). Solvent: C1CCOC1 (THF). Conditions: temperature 0 celsius, time 8 hour. The product is Cl.C1(CC1)CN[C@H]1[C@@H](C1)C1=CC=C(C=C1)NC(=O)C=1C=NNC1 (N-(4-{trans-2-[(cyclopropylmethyl)amino]cyclopropyl}phenyl)-1H-pyrazole-4-carboxamide hydrochloride). Reaction SMILES: C(OC(=O)[N:7]([CH2:25][CH:26]1[CH2:28][CH2:27]1)[C@@H:8]1[CH2:10][C@H:9]1[C:11]1[CH:16]=[CH:15][C:14]([NH:17][C:18]([C:20]2[CH:21]=[N:22][NH:23][CH:24]=2)=[O:19])=[CH:13][CH:12]=1)(C)(C)C.[ClH:30].COC1CCCC1>C1COCC1>[ClH:30].[CH:26]1([CH2:25][NH:7][C@@H:8]2[CH2:10][C@H:9]2[C:11]2[CH:16]=[CH:15][C:14]([NH:17][C:18]([C:20]3[CH:21]=[N:22][NH:23][CH:24]=3)=[O:19])=[CH:13][CH:12]=2)[CH2:28][CH2:27]1 |f:1.2,4.5|. Procedure: tert-Butyl(cyclopropylmethyl)(trans-2-{4-[(1H-pyrazol-4-ylcarbonyl)amino]phenyl}cyclopropyl)carbamate (72 mg) was dissolved in THF (0.5 mL), and the mixture was ice-cooled to 0° C. 4N Hydrochloric acid/cyclopentyl methyl ether solution (4.5 mL) was added, and the mixture was stirred at room temperature overnight. The solvent was evaporated under reduced pressure. The residue was recrystallized from methanol/diisopropyl ether to give the title compound (45 mg). The reactants are 1-propanephosphonic anhydride, BrC1=CC=CC(=N1)CN1C=C(C(C2=CC=C(N=C12)C)=O)C(=O)O (1-(6-Bromo-pyridin-2-ylmethyl)-7-methyl-4-oxo-1,4-dihydro-[1,8]naphthyridine-3-carboxylic acid), CNOC (N,O-dimethylhydroxyl amine), C(C)(C)N(CC)C(C)C (diisopropylethylamine), O (water). Run in ClCCl (dichloromethane). Yields the product CON(C(=O)C1=CN(C2=NC(=CC=C2C1=O)C)CC1=NC(=CC=C1)Br)C (1-(6-Bromo-pyridin-2-ylmethyl)-7-methyl-4-oxo-1,4-dihydro-[1,8]naphthyridine-3-carboxylic acid methoxy-methyl-amide). The yield is 79.5%. As a reaction SMILES: [Br:1][C:2]1[N:7]=[C:6]([CH2:8][N:9]2[C:18]3[C:13](=[CH:14][CH:15]=[C:16]([CH3:19])[N:17]=3)[C:12](=[O:20])[C:11]([C:21](O)=[O:22])=[CH:10]2)[CH:5]=[CH:4][CH:3]=1.[CH3:24][NH:25][O:26][CH3:27].C(N(C(C)C)CC)(C)C.O>ClCCl>[CH3:27][O:26][N:25]([CH3:24])[C:21]([C:11]1[C:12](=[O:20])[C:13]2[C:18](=[N:17][C:16]([CH3:19])=[CH:15][CH:14]=2)[N:9]([CH2:8][C:6]2[CH:5]=[CH:4][CH:3]=[C:2]([Br:1])[N:7]=2)[CH:10]=1)=[O:22]. Procedure: 0.667 mL (3.75 mmol, 50% solution in ethyl acetate) of 1-propanephosphonic anhydride solution was added to 0.400 g (1.07 mmol) of 1-(6-Bromo-pyridin-2-ylmethyl)-7-methyl-4-oxo-1,4-dihydro-[1,8]naphthyridine-3-carboxylic acid, 0.208 g (2.13 mmol) of N,O-dimethylhydroxyl amine, and 0.653 mL (3.75 mmol) of diisopropylethylamine dissolved in 1 mL of dichloromethane. After the reaction was stirred at room temperature for 1 hour water was added and was extracted with dichloromethane (3×25 mL). The com... The reactants are F[B-](F)(F)F, CC(C)(C)CCN, CC(C)=O, CCCCCC, CCN(C(C)C)C(C)C, CN(C)C=O, O=C(O)c1cccnc1S, CN(C)C(On1nnc2ccccc21)=[N+](C)C. Yields the product CC(C)(C)CCNC(=O)c1cccnc1S. Reaction SMILES: [B-:10]([F:11])([F:12])([F:13])[F:14].[CH3:42][C:43]([CH2:44][CH2:45][NH2:46])([CH3:47])[CH3:48].[CH3:54][C:55]([CH3:56])=[O:57].[CH3:58][CH2:59][CH2:60][CH2:61][CH2:62][CH3:63].[CH:1]([N:2]([CH2:3][CH3:4])[CH:5]([CH3:6])[CH3:7])([CH3:8])[CH3:9].[O:49]=[CH:50][N:51]([CH3:52])[CH3:53].[SH:32][c:33]1[c:34]([C:35](=[O:36])[OH:37])[cH:38][cH:39][cH:40][n:41]1.[n:15]1([O:16][C:17]([N:18]([CH3:19])[CH3:20])=[N+:21]([CH3:22])[CH3:23])[c:24]2[cH:25][cH:26][cH:27][cH:28][c:29]2[n:30][n:31]1>>[SH:32][c:33]1[c:34]([C:35](=[O:37])[NH:46][CH2:45][CH2:44][C:43]([CH3:42])([CH3:47])[CH3:48])[cH:38][cH:39][cH:40][n:41]1. Starting materials: NC=1C=CC2=C(N=C(S2)SCC(=O)N2CCCC3=CC=CC=C23)C1 (2-(5-Amino-benzothiazol-2-ylsulfanyl)-1-(3,4-dihydro-2H-quinolin-1-yl)-ethanone), CS(=O)(=O)Cl (methanesulfonyl chloride), N1=CC=CC=C1 (pyridine). Run in C(Cl)Cl (CH2Cl2), C(Cl)Cl (CH2Cl2). Run at time 8 hour. Yields the product N1(CCCC2=CC=CC=C12)C(CSC=1SC2=C(N1)C=C(C=C2)NS(=O)(=O)C)=O (N-{2-[2-(3,4-Dihydro-2H-quinolin-1-yl)-2-oxo-ethylsulfanyl]-benzothiazol-5-yl}-methanesulfonamide). Yield: 60.0%. As a reaction SMILES: [NH2:1][C:2]1[CH:3]=[CH:4][C:5]2[S:9][C:8]([S:10][CH2:11][C:12]([N:14]3[C:23]4[C:18](=[CH:19][CH:20]=[CH:21][CH:22]=4)[CH2:17][CH2:16][CH2:15]3)=[O:13])=[N:7][C:6]=2[CH:24]=1.[CH3:25][S:26](Cl)(=[O:28])=[O:27].N1C=CC=CC=1>C(Cl)Cl>[N:14]1([C:12](=[O:13])[CH2:11][S:10][C:8]2[S:9][C:5]3[CH:4]=[CH:3][C:2]([NH:1][S:26]([CH3:25])(=[O:28])=[O:27])=[CH:24][C:6]=3[N:7]=2)[C:23]2[C:18](=[CH:19][CH:20]=[CH:21][CH:22]=2)[CH2:17][CH2:16][CH2:15]1. Procedure: To a 0° C. solution of compound 50 (160 g, 0.45 mmol) in dry CH2Cl2 (5 mL) was added methanesulfonyl chloride (70 μL, 0.90 mmol)) followed by dropwise addition of pyridine (100 μL, 1.40 mmol). The reaction was stirred overnight under N2. The reaction mixture was diluted with CH2Cl2 (40 mL), washed with 1N HCl (10 mL), water (2×10 mL), and saturated NaCl (2×10 mL). Dried over MgSO4 and filtered. The solvent was removed under reduced pressure and the product was purified by column chromatography (... Reactants: C(C)(C)(C)OC(N[C@@H](C)C1=NC2=C(N1CCOC)C(=C(C=C2)F)C2=NC=CC=C2)=O ({(S)-1-[6-fluoro-1-(2-methoxyethyl)-7-pyridin-2-yl-1H-benzoimidazol-2-yl]ethyl}carbamic acid tert-butyl ester). Solvent: C(=O)(C(F)(F)F)O (TFA), C(Cl)Cl (DCM). Yields the product FC=1C=CC2=C(N(C(=N2)[C@H](C)N)CCOC)C1C1=NC=CC=C1 ((S)-1-[6-Fluoro-1-(2-methoxyethyl)-7-pyridin-2-yl-1H-benzoimidazol-2-yl]ethylamine). Yield: 101.7%. As a reaction SMILES: C(OC(=O)[NH:7][C@H:8]([C:10]1[N:14]([CH2:15][CH2:16][O:17][CH3:18])[C:13]2[C:19]([C:24]3[CH:29]=[CH:28][CH:27]=[CH:26][N:25]=3)=[C:20]([F:23])[CH:21]=[CH:22][C:12]=2[N:11]=1)[CH3:9])(C)(C)C>C(O)(C(F)(F)F)=O.C(Cl)Cl>[F:23][C:20]1[CH:21]=[CH:22][C:12]2[N:11]=[C:10]([C@@H:8]([NH2:7])[CH3:9])[N:14]([CH2:15][CH2:16][O:17][CH3:18])[C:13]=2[C:19]=1[C:24]1[CH:29]=[CH:28][CH:27]=[CH:26][N:25]=1. Procedure details: A solution of {(S)-1-[6-fluoro-1-(2-methoxyethyl)-7-pyridin-2-yl-1H-benzoimidazol-2-yl]ethyl}carbamic acid tert-butyl ester (231 mg, 0.56 mmol) in TFA (2 mL) and DCM (6 mL) was stirred for 45 min at RT. The reaction mixture was loaded onto an Isolute® SCX-2 cartridge. The cartridge was washed with MeOH, followed by 2M NH3/MeOH. The basic fractions were combined and concentrated in vacuo to afford the title compound as a pale yellow oil (179 mg, 99%). Marfey's test: >99% de. LCMS (Method C): RT 1... Reactants: C(C)(=O)OCC=1CS[C@H]2N(C1C(=O)O)C(C2NC(C(=NOCCN)C=2N=C(SC2)N)=O)=O (3-acetoxymethyl-7-[2-(2-amino-4-thiazolyl)-2-(2-aminoethoxyimino)-acetamido]-ceph-3-eme-4-carboxylic acid), C(C)(=O)[O-].[Na+] (sodium acetate). Solvent: molar solution, CO (methanol), C(C)O (ethanol). Yields the product C(C)(=O)OCC=1CS[C@H]2N(C1C(=O)[O-])C(C2NC(C(=NOCCN)C=2N=C(SC2)N)=O)=O.[Na+] (sodium 3-acetoxymethyl-7-[2-(2-amino-4-thiazolyl)-2-(2-aminoethoxyimino)-acetamido]-ceph-3-eme-4-carboxylate). Reaction SMILES: [C:1]([O:4][CH2:5][C:6]1[CH2:7][S:8][C@@H:9]2[CH:16]([NH:17][C:18](=[O:31])[C:19]([C:25]3[N:26]=[C:27]([NH2:30])[S:28][CH:29]=3)=[N:20][O:21][CH2:22][CH2:23][NH2:24])[C:15](=[O:32])[N:10]2[C:11]=1[C:12]([OH:14])=[O:13])(=[O:3])[CH3:2].C([O-])(=O)C.[Na+:37]>CO.C(O)C>[C:1]([O:4][CH2:5][C:6]1[CH2:7][S:8][C@@H:9]2[CH:16]([NH:17][C:18](=[O:31])[C:19]([C:25]3[N:26]=[C:27]([NH2:30])[S:28][CH:29]=3)=[N:20][O:21][CH2:22][CH2:23][NH2:24])[C:15](=[O:32])[N:10]2[C:11]=1[C:12]([O-:14])=[O:13])(=[O:3])[CH3:2].[Na+:37] |f:1.2,5.6|. Procedure: The product of Example 34 was dissolved in 0.2 ml of a molar solution of sodium acetate in methanol and 0.4 ml of ethanol was slowly added thereto. The mixture was vacuum filtered and the filtrate was evaporated to dryness under reduced pressure. The residue was taken up in ethanol and after efflorescence, the mixture was vacuum filtered to obtain 0.047 g of the syn isomer of sodium 3-acetoxymethyl-7-[2-(2-amino-4-thiazolyl)-2-(2-aminoethoxyimino)-acetamido]-ceph-3-eme-4-carboxylate.